This data is from the Open Reaction Database (ORD), a public repository of structured organic reaction records. The task is: describe an organic reaction: reactants, conditions, products, and yield Reactants: COC1=CC=C2CCCC(C2=C1)=NO (7-methoxytetralone oxime), ClC(C(=O)O)(Cl)Cl (trichloroacetic acid). Reaction conditions: temperature 80 celsius. Product: COC1=CC2=C(CCCNC2=O)C=C1 (8-methoxy-2,3,4,5-tetrahydro-1H-2-benzazepin-1-one). Yield: 22.3%. RXN SMILES: [CH3:1][O:2][C:3]1[CH:12]=[C:11]2[C:6]([CH2:7][CH2:8][CH2:9][C:10]2=[N:13]O)=[CH:5][CH:4]=1.ClC(Cl)(Cl)C(O)=[O:18]>>[CH3:1][O:2][C:3]1[CH:4]=[CH:5][C:6]2[CH2:7][CH2:8][CH2:9][NH:13][C:10](=[O:18])[C:11]=2[CH:12]=1. Reported procedure: Following a procedure of Tomita, et. al., J. Chem. Soc. C 1969, 183, 7-methoxytetralone oxime (45.0 g, 0.235 mol) was mixed with solid trichloroacetic acid (150 g), and the resulting suspension heated to ca. 80° C., at which time a violent exotherm ensued, yielding a black solid mixture. The residue was cooled, partitioned between ethyl acetate and saturated aqueous sodium bicarbonate solution, and the combined organic layers were concentrated in vacuo. The residue was purified by chromatography... Starting materials: Cl.OC1[C@H](N)[C@@H](O)[C@H](O)[C@H](O1)CO (D-glucosamine hydrochloride), [Na] (sodium). Solvent: CO (methanol). Run at time 1 hour. Product: OC1[C@H](N)[C@@H](O)[C@H](O)[C@H](O1)CO (D-glucosamine). RXN SMILES: Cl.[OH:2][CH:3]1[O:11][C@H:10]([CH2:12][OH:13])[C@@H:8]([OH:9])[C@H:6]([OH:7])[C@H:4]1[NH2:5].[Na]>CO>[OH:2][CH:3]1[O:11][C@H:10]([CH2:12][OH:13])[C@@H:8]([OH:9])[C@H:6]([OH:7])[C@H:4]1[NH2:5] |f:0.1,^1:13|. Procedure details: 100 ml of methanol was put into a 200 ml conical flask, to which was added 6 g of D-glucosamine hydrochloride and 5 g of sodium metoxide, the mixture was stirred at a room temperature for one hour, and the resulting insoluble matter (sodium chloride) was filtered off to obtain a solution of free D-glucosamine. Reactants: CC(O)c1ccc(C(C)(C)C)cc1, CCOCC, O, BrP(Br)Br, c1ccncc1. Yields the product CC(Br)c1ccc(C(C)(C)C)cc1. Reaction SMILES: [C:1]([CH3:2])([CH3:3])([CH3:4])[c:5]1[cH:6][cH:7][c:8]([CH:9]([CH3:10])[OH:11])[cH:12][cH:13]1.[CH2:25]([O:26][CH2:27][CH3:28])[CH3:29].[OH2:24].[P:20]([Br:21])([Br:22])[Br:23].[cH:14]1[cH:15][cH:16][n:17][cH:18][cH:19]1>>[C:1]([CH3:2])([CH3:3])([CH3:4])[c:5]1[cH:6][cH:7][c:8]([CH:9]([CH3:10])[Br:21])[cH:12][cH:13]1.